From a dataset of the Open Reaction Database (ORD), a public repository of structured organic reaction records. describe an organic reaction: reactants, conditions, products, and yield Reaction SMILES: [CH2:1]([O:5][C:6]1[C:11]([O:12][CH3:13])=[CH:10][CH:9]=[CH:8][C:7]=1/[CH:14]=[CH:15]/[C:16]1[N:17]=[C:18]2[S:25][CH:24]=[CH:23][N:19]2[C:20](=[O:22])[CH:21]=1)[CH:2]([CH3:4])[CH3:3].[I:26]N1C(=O)CCC1=O>C(#N)C>[I:26][C:21]1[C:20](=[O:22])[N:19]2[CH:23]=[CH:24][S:25][C:18]2=[N:17][C:16]=1/[CH:15]=[CH:14]/[C:7]1[CH:8]=[CH:9][CH:10]=[C:11]([O:12][CH3:13])[C:6]=1[O:5][CH2:1][CH:2]([CH3:4])[CH3:3]. Reactants: Intermediate 2, C(C(C)C)OC1=C(C=CC=C1OC)/C=C/C=1N=C2N(C(C1)=O)C=CS2 (7-[(E)-2-(2-Isobutoxy-3-methoxyphenyl)vinyl]-5H-[1,3]thiazolo[3,2-a]pyrimidin-5-one), intermediate, IN1C(CCC1=O)=O (N-iodosuccinimide). Run in C(C)#N (acetonitrile). Procedure details: A solution of Step 1 intermediate (600 mg, 1.683 mmol) was treated with N-iodosuccinimide (416 g, 1.851 mmol) in acetonitrile (10 ml) according to the procedure described in Step 4 of Intermediate 2 to afford 600 mg of the desired compound as a yellow solid; 1H NMR (300 MHz, DMSO-d6) 1.05 (d, J=6.9 Hz, 6H), 2.04-2.08 (m, 1H), 3.71 (d, J=6.3 Hz, 2H), 3.81 (s, 3H), 7.10-7.12 (m, 2H), 7.27-7.30 (m, 1H), 7.48-7.53 (m, 2H), 7.96 (d, J=4.8 Hz, 1H), 8.17 (d, J=15.6 Hz, 1H); ESI-MS (m/z) 483.16 (M+H)+. Product: IC1=C(N=C2N(C1=O)C=CS2)\C=C\C2=C(C(=CC=C2)OC)OCC(C)C (6-Iodo-7-[(E)-2-(2-isobutoxy-3-methoxyphenyl)vinyl]-5H-[1,3]thiazolo[3,2-a]pyrimidin-5-one).